Dataset: the Open Reaction Database (ORD), a public repository of structured organic reaction records. Task: describe an organic reaction: reactants, conditions, products, and yield The reactants are BrC=1C(=NC=C(N1)C1=CC=C(C=C1)S(=O)(=O)C(C)C)N (3-bromo-5-(4-isopropylsulfonylphenyl)pyrazin-2-amine), TEA, F[B-](C=C)(F)F.[K+] (potassium trifluoro(vinyl)boranuide). Reagents/catalysts: [Fe] (iron), Cl[Pd]Cl (dichloropalladium). Run in C(CC)O (propanol). Yields the product C(C)(C)S(=O)(=O)C1=CC=C(C=C1)C=1N=C(C(=NC1)N)C=C (5-(4-(isopropylsulfonyl)phenyl)-3-vinylpyrazin-2-amine). Reaction SMILES: Br[C:2]1[C:3]([NH2:20])=[N:4][CH:5]=[C:6]([C:8]2[CH:13]=[CH:12][C:11]([S:14]([CH:17]([CH3:19])[CH3:18])(=[O:16])=[O:15])=[CH:10][CH:9]=2)[N:7]=1.F[B-](F)(F)[CH:23]=[CH2:24].[K+]>C(O)CC.Cl[Pd]Cl.[Fe]>[CH:17]([S:14]([C:11]1[CH:12]=[CH:13][C:8]([C:6]2[N:7]=[C:2]([CH:23]=[CH2:24])[C:3]([NH2:20])=[N:4][CH:5]=2)=[CH:9][CH:10]=1)(=[O:16])=[O:15])([CH3:19])[CH3:18] |f:1.2|. Procedure: dichloropalladium; iron (155.6 mg, 0.2132 mmol) was added to a solution of 3-bromo-5-(4-isopropylsulfonylphenyl)pyrazin-2-amine (455.6 mg, 1.279 mmol), TEA (323.6 mg, 445.7 μL, 3.198 mmol) and potassium trifluoro(vinyl)boranuide (171.3 mg, 1.279 mmol) in propanol (2 mL). The reaction mixture was heated in a microwave for 40 min at 100 C. The reaction mixture was concentrated in vacuo. The residue was partitioned between DCM and water. The organic extract was dried over MgSO4 and concentrated in ... Starting materials: O=C([O-])[O-], CS(C)=O, CNc1nccc(-c2cccnc2Cl)n1, [Cs+], [Cs+], O, Oc1ccc(I)cc1. The product is CNc1nccc(-c2cccnc2Oc2ccc(I)cc2)n1. As a reaction SMILES: [C:24](=[O:25])([O-:26])[O-:27].[CH3:30][S:31]([CH3:32])=[O:33].[Cl:1][c:2]1[n:3][cH:4][cH:5][cH:6][c:7]1-[c:8]1[n:9][c:10]([NH:14][CH3:15])[n:11][cH:12][cH:13]1.[Cs+:28].[Cs+:29].[OH2:34].[OH:16][c:17]1[cH:18][cH:19][c:20]([I:21])[cH:22][cH:23]1>>[c:2]1([O:16][c:17]2[cH:18][cH:19][c:20]([I:21])[cH:22][cH:23]2)[n:3][cH:4][cH:5][cH:6][c:7]1-[c:8]1[n:9][c:10]([NH:14][CH3:15])[n:11][cH:12][cH:13]1. Reactants: C1(CC1)C(NS(=O)C(C)(C)C)C1CC1 (N-(dicyclopropylmethyl)-2-methylpropane-2-sulfinamide), Cl (HCl), O1CCOCC1 (dioxane). The solvent is CO (MeOH). Reaction conditions: time 30 minute. The product is [Cl-].C1(CC1)C([NH3+])C1CC1 (Dicyclopropylmethanaminium chloride). RXN SMILES: [CH:1]1([CH:4]([CH:12]2[CH2:14][CH2:13]2)[NH:5]S(C(C)(C)C)=O)[CH2:3][CH2:2]1.[ClH:15].O1CCOCC1>CO>[Cl-:15].[CH:1]1([CH:4]([CH:12]2[CH2:14][CH2:13]2)[NH3+:5])[CH2:3][CH2:2]1 |f:4.5|. Procedure details: To a stirred solution of N-(dicyclopropylmethyl)-2-methylpropane-2-sulfinamide (86 g, 400 mmol) in MeOH (200 mL) was added 4 N HCl in dioxane (200 mL, 800 mmol). The reaction mixture was left to stir for 30 min, concentrated to half the volume, and diluted with Ether. The white precipitate was filtered through a fritted glass, washed with ether, and dried under high-vacuum to give the title compound. 1H NMR (600 MHz, CD3SOCD3) δ 8.17 (br s, 3H); 1.89 (t, 1H); 1.02 (m, 2H); 0.54 (m, 2H); 0.48 (m,... Reactants: ClC=1C=NC(NC1)=O (5-chloropyrimidin-2-one), BrCC(=O)C1=CC=C(C=C1)C#N (2-bromo-4'-cyanoacetophenone), O (Water). As a reaction SMILES: [Cl:1][C:2]1[CH:3]=[N:4][C:5](=[O:8])[NH:6][CH:7]=1.Br[CH2:10][C:11]([C:13]1[CH:18]=[CH:17][C:16]([C:19]#[N:20])=[CH:15][CH:14]=1)=[O:12].O>C(N(CC)CC)C.C(O)C>[Cl:1][C:2]1[CH:3]=[N:4][C:5](=[O:8])[N:6]([CH2:10][C:11]([C:13]2[CH:18]=[CH:17][C:16]([C:19]#[N:20])=[CH:15][CH:14]=2)=[O:12])[CH:7]=1. Isolated yield 45.3%. Run at time 1 hour. Run in C(C)N(CC)CC (triethylamine), C(C)O (ethanol). The product is ClC=1C=NC(N(C1)CC(=O)C1=CC=C(C=C1)C#N)=O (5-Chloro-1-(4-cyanophenacyl)pyrimidin-2-one). Procedure: A suspension of 5-chloropyrimidin-2-one (412 mg) and 2-bromo-4'-cyanoacetophenone (677 mg) in triethylamine (1 ml) and ethanol (20 ml) was stirred at ambient temperature for one hour. Water (100 ml) was added and the collected solid was crystallised from ethyl acetate to give the title pyrimidinone (375 mg,); m.p. 236°-240°; λmaxEtOH 248 nm (ε 26140), 289 nm (ε 2130), λinf 254 (ε 22800). Starting materials: FC=1C=CC=C2C(CCOC12)N (8-fluorochroman-4-amine), COCC(=O)OC (methyl 2-methoxyacetate). Solvent: COC(C)(C)C (tert-butyl methyl ether). Yields the product FC=1C=CC=C2[C@@H](CCOC12)NC(COC)=O ((R)—N-(8-fluorochroman-4-yl)-2-methoxyacetamide). Isolated yield 16.0%. RXN SMILES: [F:1][C:2]1[CH:3]=[CH:4][CH:5]=[C:6]2[C:11]=1[O:10][CH2:9][CH2:8][CH:7]2[NH2:12].[CH3:13][O:14][CH2:15][C:16](OC)=[O:17]>COC(C)(C)C>[F:1][C:2]1[CH:3]=[CH:4][CH:5]=[C:6]2[C:11]=1[O:10][CH2:9][CH2:8][C@H:7]2[NH:12][C:16](=[O:17])[CH2:15][O:14][CH3:13]. Procedure: A mixture of 8-fluorochroman-4-amine (3.40 g), methyl 2-methoxyacetate (2.44 g) and Novozyme 435 (Aldrich, 0.68 g) in anhydrous tert-butyl methyl ether (75 mL) was heated at reflux under argon for two hours (at which time the ratio of acylated to unacylated product was 1:1 by HPLC). The solid that formed upon cooling was collected via filtration and dissolved in EtOAc. The mixture was filtered to remove the biocatalyst and washed once with 0.5M HCl to remove any lingering (S)-amine. The solvent ... Conditions: temperature 120 celsius. As a reaction SMILES: [Cl:1][C:2]1[CH:3]=[CH:4][C:5]2[S:14][C:13]3[CH:12]=[CH:11][N:10]=[C:9]([OH:15])[C:8]=3[C:6]=2[CH:7]=1.[Br:16]Br.O>CC(O)=O>[Br:16][C:12]1[C:13]2[S:14][C:5]3[CH:4]=[CH:3][C:2]([Cl:1])=[CH:7][C:6]=3[C:8]=2[C:9]([OH:15])=[N:10][CH:11]=1. The reactants are ClC=1C=CC2=C(C1)C=1C(=NC=CC1S2)O (8-chloro[1]benzothieno[3,2-c]pyridine-1-ol), BrBr (Br2), O (H2O). The product is BrC=1C2=C(C(=NC1)O)C1=C(S2)C=CC(=C1)Cl (4-Bromo-8-chloro[1]benzothieno[3,2-c]pyridine-1-ol). The solvent is CC(=O)O (AcOH). Procedure: To 8-chloro[1]benzothieno[3,2-c]pyridine-1-ol in AcOH (0.3 M) was added Br2 (1.1 equiv). The resulting mixture was heated at 120° C. for 1 h, cooled to room temperature, poured into H2O and filtered. The solid was suspended in acetone, sonicated and filtered to provide the title compound.